describe an organic reaction: reactants, conditions, products, and yield From a dataset of the Open Reaction Database (ORD), a public repository of structured organic reaction records. Reactants: FC(C1=C(COC2=C(C=C(C=C2)C=C2C(NC(S2)=S)=O)OC)C=CC(=C1)C(F)(F)F)(F)F (5-[1-[4-(2,4-Bis-trifluoromethyl-benzyloxy)-3-methoxy-phenyl]-methylidene]-2-thioxo-thiazolidin-4-one), IC (iodomethane), CN(C)C=O (DMF), CN1CCNCC1 (1-methyl piperazine). Solvent: CCOC(=O)C (EtOAc). Run at temperature 40 celsius, time 20 hour. The product is FC(C1=C(COC2=C(C=C(C=C2)C=C2C(N=C(S2)N2CCN(CC2)C)=O)OC)C=CC(=C1)C(F)(F)F)(F)F (5-[1-[4-(2,4-Bis-trifluoromethyl-benzyloxy)-3-methoxy-phenyl]-methylidene]-2-(4-methyl-piperazin-1-yl)-thiazol-4-one). The yield is 37.0%. Reaction SMILES: [F:1][C:2]([F:32])([F:31])[C:3]1[CH:26]=[C:25]([C:27]([F:30])([F:29])[F:28])[CH:24]=[CH:23][C:4]=1[CH2:5][O:6][C:7]1[CH:12]=[CH:11][C:10]([CH:13]=[C:14]2[S:18]C(=S)[NH:16][C:15]2=[O:20])=[CH:9][C:8]=1[O:21][CH3:22].IC.[CH3:35]N(C=O)C.[CH3:40][N:41]1[CH2:46][CH2:45][NH:44][CH2:43][CH2:42]1>CCOC(C)=O>[F:1][C:2]([F:31])([F:32])[C:3]1[CH:26]=[C:25]([C:27]([F:28])([F:29])[F:30])[CH:24]=[CH:23][C:4]=1[CH2:5][O:6][C:7]1[CH:12]=[CH:11][C:10]([CH:13]=[C:14]2[S:18][C:40]([N:41]3[CH2:46][CH2:45][N:44]([CH3:35])[CH2:43][CH2:42]3)=[N:16][C:15]2=[O:20])=[CH:9][C:8]=1[O:21][CH3:22]. Reported procedure: To a flask purged with N2 was added ′5-[1-[4-(2,4-Bis-trifluoromethyl-benzyloxy)-3-methoxy-phenyl]-methylidene]-2-thioxo-thiazolidin-4-one, (1.12 g, 2.27 mmol), iodomethane (5.5 mL, 88 mmol) and DMF (35 mL). The solution was al lowed to stir at 40° C. for 20 h. The reaction solution was concentrated under reduced pressure, and the residue was dissolved in MeCN (25 mL). To the mixture was added 1-methyl piperazine (0.76 mL, 6.8 mmol), and the solution was stirred at 65° C. for 2 h. The solution w... Starting materials: C(C#C)O (propargyl alcohol), C(C)(C)(C)[Si](C1=CC=CC=C1)(C1=CC=CC=C1)OCC1=CC(=CC(=C1)Br)Br (tert-butyl-(3,5-dibrombenzyloxy)diphenylsilane). The reagents and catalysts are C=1C=CC(=CC1)[P](C=2C=CC=CC2)(C=3C=CC=CC3)[Pd]([P](C=4C=CC=CC4)(C=5C=CC=CC5)C=6C=CC=CC6)([P](C=7C=CC=CC7)(C=8C=CC=CC8)C=9C=CC=CC9)[P](C=1C=CC=CC1)(C=1C=CC=CC1)C=1C=CC=CC1 (Pd(Ph3P)4). The solvent is C(C)N(CC)CC (triethylamine). Conditions: time 10 minute. The product is OCC#CC=1C=C(C=C(C1)C#CCO)CO[Si](C1=CC=CC=C1)(C1=CC=CC=C1)C(C)(C)C (3,5-Bis-[(3-hydroxyprop-1-ynyl)]-1-(tert-butyldiphenylsilanyloxymethyl)benzene). Isolated yield 88.9%. Reaction SMILES: [CH2:1]([OH:4])[C:2]#[CH:3].[C:5]([Si:9]([O:22][CH2:23][C:24]1[CH:29]=[C:28](Br)[CH:27]=[C:26](Br)[CH:25]=1)([C:16]1[CH:21]=[CH:20][CH:19]=[CH:18][CH:17]=1)[C:10]1[CH:15]=[CH:14][CH:13]=[CH:12][CH:11]=1)([CH3:8])([CH3:7])[CH3:6]>C(N(CC)CC)C.C1C=CC([P]([Pd]([P](C2C=CC=CC=2)(C2C=CC=CC=2)C2C=CC=CC=2)([P](C2C=CC=CC=2)(C2C=CC=CC=2)C2C=CC=CC=2)[P](C2C=CC=CC=2)(C2C=CC=CC=2)C2C=CC=CC=2)(C2C=CC=CC=2)C2C=CC=CC=2)=CC=1>[OH:4][CH2:1][C:2]#[C:3][C:26]1[CH:25]=[C:24]([CH2:23][O:22][Si:9]([C:5]([CH3:7])([CH3:6])[CH3:8])([C:16]2[CH:21]=[CH:20][CH:19]=[CH:18][CH:17]=2)[C:10]2[CH:15]=[CH:14][CH:13]=[CH:12][CH:11]=2)[CH:29]=[C:28]([C:3]#[C:2][CH2:1][OH:4])[CH:27]=1 |^1:42,44,63,82|. Reported procedure: Pd(Ph3P)4 (520 mg), CuBrSMe2 (200 mg) and propargyl alcohol (3.08 ml, 35.1 mmol) are added successively to a solution of tert-butyl-(3,5-dibrombenzyloxy)diphenylsilane (A1, 5.0 g, 9.9 mmol) in triethylamine (50 ml), and the mixture is stirred at RT for 10 min and then under reflux at 80° C. for 2.5 h. After cooling, the reaction mixture is filtered off with suction through kieselguhr, and the filter cake is washed with ethyl acetate (20 ml). The organic phase is concentrated under reduced pressu... Starting materials: FC1=C(C=CC(=C1)F)C1=NC2=CC=CC=C2C=C1O (2-(2,4-Difluoro-phenyl)-quinolin-3-ol), ClC1=CC=NC2=CC(=C(C=C12)OC)OC (4-chloro-6,7-dimethoxyquinoline), O (water). Reagents/catalysts: CN(C1=CC=NC=C1)C (4-dimethylaminopyridine). The solvent is ClC1=C(C=CC=C1)Cl (o-dichlorobenzene). Reaction conditions: temperature 145 celsius, time 8 hour. Product: FC1=C(C=CC(=C1)F)C1=NC2=CC=CC=C2C=C1OC1=CC=NC2=CC(=C(C=C12)OC)OC (4-[2-(2,4-Difluoro-phenyl)-quinolin-3-yloxy]-6,7-dimethoxy-quinoline). Isolated yield 27.4%. Reaction SMILES: [F:1][C:2]1[CH:7]=[C:6]([F:8])[CH:5]=[CH:4][C:3]=1[C:9]1[C:18]([OH:19])=[CH:17][C:16]2[C:11](=[CH:12][CH:13]=[CH:14][CH:15]=2)[N:10]=1.Cl[C:21]1[C:30]2[C:25](=[CH:26][C:27]([O:33][CH3:34])=[C:28]([O:31][CH3:32])[CH:29]=2)[N:24]=[CH:23][CH:22]=1.O>CN(C)C1C=CN=CC=1.ClC1C=CC=CC=1Cl>[F:1][C:2]1[CH:7]=[C:6]([F:8])[CH:5]=[CH:4][C:3]=1[C:9]1[C:18]([O:19][C:21]2[C:30]3[C:25](=[CH:26][C:27]([O:33][CH3:34])=[C:28]([O:31][CH3:32])[CH:29]=3)[N:24]=[CH:23][CH:22]=2)=[CH:17][C:16]2[C:11](=[CH:12][CH:13]=[CH:14][CH:15]=2)[N:10]=1. Procedure: 2-(2,4-Difluoro-phenyl)-quinolin-3-ol (220 mg), 4-chloro-6,7-dimethoxyquinoline (237 mg), and 4-dimethylaminopyridine (380 mg) were suspended in o-dichlorobenzene (10 ml), and the suspension was stirred at 145° C. for 8 hr. The reaction solution was cooled to room temperature, water was then added to the reaction solution, and the mixture was extracted with ethyl acetate. The organic layer was washed with water and was dried over anhydrous sodium sulfate. The solvent was removed by distillation ...